From a dataset of the Open Reaction Database (ORD), a public repository of structured organic reaction records. describe an organic reaction: reactants, conditions, products, and yield Reactants: C1(=CC=CC=C1)P(C1=CC=CC=C1)C1=CC=CC=C1 (triphenylphosphine), CS(=O)(=O)C1=CC=C(C=C1)B(O)O (4-(methanesulfonyl)benzeneboronic acid), BrC1=CC=C(C=C1)C=1OC(=C(N1)CCN1C[C@H](CC1)OC)C (2-(4-bromophenyl)-4-{2-[(3S)-3-methoxypyrrolidin-1-yl]ethyl}-5-methyl-1,3-oxazole), C([O-])([O-])=O.[K+].[K+] (potassium carbonate). The reagents and catalysts are C(C)(=O)[O-].[Pd+2].C(C)(=O)[O-] (palladium (II) acetate). Run in C(C)#N (acetonitrile), O (water). Yields the product CO[C@@H]1CN(CC1)CCC=1N=C(OC1C)C1=CC=C(C=C1)C1=CC=C(C=C1)S(=O)(=O)C (4-{2-[(3S)-3-Methoxypyrrolidin-1-yl]ethyl}-5-methyl-2-[4′-(methylsulfonyl)biphenyl-4-yl]-1,3-oxazole). Yield: 36.8%. As a reaction SMILES: C1(P(C2C=CC=CC=2)C2C=CC=CC=2)C=CC=CC=1.[CH3:20][S:21]([C:24]1[CH:29]=[CH:28][C:27](B(O)O)=[CH:26][CH:25]=1)(=[O:23])=[O:22].Br[C:34]1[CH:39]=[CH:38][C:37]([C:40]2[O:41][C:42]([CH3:54])=[C:43]([CH2:45][CH2:46][N:47]3[CH2:51][CH2:50][C@H:49]([O:52][CH3:53])[CH2:48]3)[N:44]=2)=[CH:36][CH:35]=1.C(=O)([O-])[O-].[K+].[K+]>C([O-])(=O)C.[Pd+2].C([O-])(=O)C.O.C(#N)C>[CH3:53][O:52][C@H:49]1[CH2:50][CH2:51][N:47]([CH2:46][CH2:45][C:43]2[N:44]=[C:40]([C:37]3[CH:38]=[CH:39][C:34]([C:27]4[CH:28]=[CH:29][C:24]([S:21]([CH3:20])(=[O:23])=[O:22])=[CH:25][CH:26]=4)=[CH:35][CH:36]=3)[O:41][C:42]=2[CH3:54])[CH2:48]1 |f:3.4.5,6.7.8|. Reported procedure: Prepare using the method of Example 103 with palladium (II) acetate (0.003 g, 0.015 mmol), anhydrous acetonitrile (4 mL), triphenylphosphine (0.016 g, 0.059 mmol), distilled water (1 mL), 4-(methanesulfonyl)benzeneboronic acid (0.24 g, 1.11 mmol), 2-(4-bromophenyl)-4-{2-[(3S)-3-methoxypyrrolidin-1-yl]ethyl}-5-methyl-1,3-oxazole (See Example 117) (0.27 g, 0.74 mmol) and potassium carbonate (0.31 g, 2.22 mmol) to give the title compound as a white solid (0.12 g): MS (m/e): 441(M+1).